This data is from the Open Reaction Database (ORD), a public repository of structured organic reaction records. The task is: describe an organic reaction: reactants, conditions, products, and yield Run at time 4 hour. The reactants are N1(CCCCC1)CC=1C=C(OCCCN)C=CC1 (3-[3-(1-piperidinylmethyl)phenoxy]propylamine), C(C)(=O)OC(C)=O (acetic anhydride). Run in N1=CC=CC=C1 (pyridine). Product: N1(CCCCC1)CC=1C=C(OCCCNC(C)=O)C=CC1 (N-[3-[3-(1-piperidinylmethyl)phenoxy]propyl] acetamide). Reaction SMILES: [N:1]1([CH2:7][C:8]2[CH:9]=[C:10]([CH:16]=[CH:17][CH:18]=2)[O:11][CH2:12][CH2:13][CH2:14][NH2:15])[CH2:6][CH2:5][CH2:4][CH2:3][CH2:2]1.[C:19](OC(=O)C)(=[O:21])[CH3:20]>N1C=CC=CC=1>[N:1]1([CH2:7][C:8]2[CH:9]=[C:10]([CH:16]=[CH:17][CH:18]=2)[O:11][CH2:12][CH2:13][CH2:14][NH:15][C:19](=[O:21])[CH3:20])[CH2:6][CH2:5][CH2:4][CH2:3][CH2:2]1. Reported procedure: One gram of 3-[3-(1-piperidinylmethyl)phenoxy]propylamine was dissolved in 1 ml of pyridine, and 0.5 ml of acetic anhydride was added. The mixture was allowed to stand at room temperature for 4 hours. The solvent was distilled off under reduced pressure, and small amounts of water and potassium carbonate were added. The mixture was extracted with chloroform, washed with water, and dried. Then, the solvent was distilled off. The residue was purified by TLC (developing solvent: chloroform/methanol... The reactants are FC(C1=C(C=CC(=C1)F)[N+](=O)[O-])F (2-(difluoromethyl)-4-fluoro-1-nitrobenzene), stannous chloride dihydrate, Cl (hydrochloric acid). Solvent: C(C)O (ethanol), C(C)O (ethanol). Conditions: time 1 hour. Yields the product FC(C1=C(N)C=CC(=C1)F)F (2-(Difluoromethyl)-4-fluoroaniline). Isolated yield 60.1%. RXN SMILES: [F:1][CH:2]([F:13])[C:3]1[CH:8]=[C:7]([F:9])[CH:6]=[CH:5][C:4]=1[N+:10]([O-])=O.Cl>C(O)C>[F:13][CH:2]([F:1])[C:3]1[CH:8]=[C:7]([F:9])[CH:6]=[CH:5][C:4]=1[NH2:10]. Procedure details: Under a nitrogen atmosphere, to a solution of the above 2-(difluoromethyl)-4-fluoro-1-nitrobenzene (5.9 g, 31 mmol) in ethanol (0.10 L), stannous chloride dihydrate (28 g, 0.12 mol) and concentrated hydrochloric acid (20 mL) were successively added under ice-cooling, and the mixture was stirred at room temperature for 1 hour. After the reaction, ethanol was distilled off under reduced pressure and a 5M aqueous sodium hydroxide solution was added under ice-cooling to make it basic. Thereafter, it...